Dataset: the Open Reaction Database (ORD), a public repository of structured organic reaction records. Task: describe an organic reaction: reactants, conditions, products, and yield Reactants: [H-].[Na+] (sodium hydride), O (water), Cl.C1OC2=CC3=C(CCNCC3)C=C2O1 (2,3,4,5-tetrahydro-7,8-methylenedioxy-1H-3-benzazepine hydrochloride), FC1=CC=C(C(=O)CCCCl)C=C1 (3-(4-fluorobenzoyl)propyl chloride), ice water. The solvent is CN(C)C=O (DMF). Yields the product Cl.FC1=CC=C(C(=O)CCCN2CCC3=C(CC2)C=C2C(=C3)OCO2)C=C1 (3-[3-(4-Fluorobenzoyl)propyl]-2,3,4,5-tetrahydro-7,8-methylenedioxy-1H-3-benzazepine hydrochloride). RXN SMILES: [H-].[Na+].Cl.[CH2:4]1[O:17][C:16]2[C:6](=[CH:7][C:8]3[CH2:14][CH2:13][NH:12][CH2:11][CH2:10][C:9]=3[CH:15]=2)[O:5]1.[F:18][C:19]1[CH:30]=[CH:29][C:22]([C:23]([CH2:25][CH2:26][CH2:27][Cl:28])=[O:24])=[CH:21][CH:20]=1.O>CN(C=O)C>[ClH:28].[F:18][C:19]1[CH:20]=[CH:21][C:22]([C:23]([CH2:25][CH2:26][CH2:27][N:12]2[CH2:13][CH2:14][C:8]3[CH:7]=[C:6]4[O:5][CH2:4][O:17][C:16]4=[CH:15][C:9]=3[CH2:10][CH2:11]2)=[O:24])=[CH:29][CH:30]=1 |f:0.1,2.3,7.8|. Reported procedure: The sodium hydride obtained by washing 1.95 g of the 54% dispersion (0.042 moles) with benzene was used to prepare the sodium salt from 4.54 g. of 2,3,4,5-tetrahydro-7,8-methylenedioxy-1H-3-benzazepine hydrochloride in 50 ml of DMF as described in Example 35. Treatment of the suspension with 4.41 g of 3-(4-fluorobenzoyl)propyl chloride (0.022 moles) for 24 hours at 55°-60° followed by decomposition with 200 ml of ice water gave an oil-water suspension. The base was recovered by extraction with b...